This data is from the Open Reaction Database (ORD), a public repository of structured organic reaction records. The task is: describe an organic reaction: reactants, conditions, products, and yield Reactants: O(C1=CC=CC=C1)CCCCOC1=CC=CC=C1 (1,4-Diphenoxy-n-butane), C(C1=CC=CC=C1)(=O)Cl (benzoyl chloride), [Cl-].[Al+3].[Cl-].[Cl-] (aluminum chloride). Solvent: ClCCCl (1,2-dichloroethane). The product is C(C1=CC=CC=C1)(=O)C1=CC=C(OCCCCOC2=CC=C(C=C2)C(C2=CC=CC=C2)=O)C=C1 (1,4-Bis(4-benzoylphenoxy)butane). RXN SMILES: [O:1]([CH2:8][CH2:9][CH2:10][CH2:11][O:12][C:13]1[CH:18]=[CH:17][CH:16]=[CH:15][CH:14]=1)[C:2]1[CH:7]=[CH:6][CH:5]=[CH:4][CH:3]=1.[C:19](Cl)(=[O:26])[C:20]1[CH:25]=[CH:24][CH:23]=[CH:22][CH:21]=1.[Cl-].[Al+3].[Cl-].[Cl-]>ClCCCl>[C:19]([C:5]1[CH:4]=[CH:3][C:2]([O:1][CH2:8][CH2:9][CH2:10][CH2:11][O:12][C:13]2[CH:14]=[CH:15][C:16]([C:19](=[O:26])[C:20]3[CH:25]=[CH:24][CH:23]=[CH:22][CH:21]=3)=[CH:17][CH:18]=2)=[CH:7][CH:6]=1)(=[O:26])[C:20]1[CH:25]=[CH:24][CH:23]=[CH:22][CH:21]=1 |f:2.3.4.5|. Reported procedure: 1,4-Diphenoxy-n-butane (24.2 g) and benzoyl chloride (29 g) are reacted in 250 ml of 1,2-dichloroethane in the presence of aluminum chloride (28 g) for 4 hours at 60° to yield 18.3 g (41% of theory) of colorless crystals mp 163°-4°. Calculated for C30H26O4 : C, 79.98% H, 5.82%. Found: C, 80.16%; H, 5.98%. Starting materials: COC(C(=O)O)c1ccc(OCc2ccccc2)cc1F, CCO. The product is COC(C(=O)O)c1ccc(O)cc1F. RXN SMILES: [CH2:1]([c:2]1[cH:3][cH:4][cH:5][cH:6][cH:7]1)[O:8][c:9]1[cH:10][c:11]([F:21])[c:12]([CH:15]([C:16](=[O:17])[OH:18])[O:19][CH3:20])[cH:13][cH:14]1.[CH3:22][CH2:23][OH:24]>>[OH:8][c:9]1[cH:10][c:11]([F:21])[c:12]([CH:15]([C:16](=[O:17])[OH:18])[O:19][CH3:20])[cH:13][cH:14]1. The reactants are ice, C1(=CC=CC=C1)CCCC(=O)Cl (4-Phenylbutanoyl chloride), [N+](=[N-])=C (diazomethane), Cl (hydrogen chloride). Run in C(C)OCC (diethyl ether). Run at time 1 hour. The product is ClCC(CCCC1=CC=CC=C1)=O (1-chloro-2-oxo-5-phenylpentane). RXN SMILES: [C:1]1([CH2:7][CH2:8][CH2:9][C:10](Cl)=[O:11])[CH:6]=[CH:5][CH:4]=[CH:3][CH:2]=1.[N+](=[CH2:15])=[N-].[ClH:16]>C(OCC)C>[Cl:16][CH2:15][C:10](=[O:11])[CH2:9][CH2:8][CH2:7][C:1]1[CH:6]=[CH:5][CH:4]=[CH:3][CH:2]=1. Procedure: 4-Phenylbutanoyl chloride (14.7 g.) was added dropwise to a stirred solution of diazomethane (7.5 g.) in diethyl ether (340 ml.) at 0° C. The solution was stirred in an ice bath for 1 hour further and then it was saturated with anhydrous hydrogen chloride gas. After 1 hour at 0° C, dry nitrogen was passed through this solution, which was then poured onto crushed ice (about 300 ml.). The ethereal layer was separated and the aqueous phase was diluted with water (150 ml.), saturated with sodium chl... The reactants are C(CC(O)(C(=O)[O-])CC(=O)[O-])(=O)[O-].[Mg+2].[K+] (potassium-magnesium citrate), C(CC(O)(C(=O)[O-])CC(=O)[O-])(=O)[O-].[Mg+2].C(CC(O)(C(=O)[O-])CC(=O)[O-])(=O)[O-].[Mg+2].[Mg+2] (magnesium citrate), C(CC(O)(C(=O)[O-])CC(=O)[O-])(=O)[O-].[Mg+2].[K+] (potassium magnesium citrate), [Cl-].[K+] (potassium chloride), C(CC(O)(C(=O)[O-])CC(=O)[O-])(=O)[O-].[K+].[K+].[K+] (potassium citrate), [K] (potassium). Yields the product [Mg] (magnesium), C(CC(O)(C(=O)[O-])CC(=O)[O-])(=O)[O-] (citrate). RXN SMILES: [Cl-].[K+].[C:3]([O-:15])(=[O:14])[CH2:4][C:5]([CH2:10][C:11]([O-:13])=[O:12])([C:7]([O-:9])=[O:8])[OH:6].[K+].[K+].[K+].C([O-])(=O)CC(CC([O-])=O)(C([O-])=O)O.[Mg+2:32].C([O-])(=O)CC(CC([O-])=O)(C([O-])=O)O.[Mg+2].[Mg+2].C([O-])(=O)CC(CC([O-])=O)(C([O-])=O)O.[Mg+2].[K+].[K]>>[Mg:32].[C:3]([O-:15])(=[O:14])[CH2:4][C:5]([CH2:10][C:11]([O-:13])=[O:12])([C:7]([O-:9])=[O:8])[OH:6] |f:0.1,2.3.4.5,6.7.8.9.10,11.12.13,^1:62|. Procedure: Each patient underwent five phases of study: placebo, potassium chloride, potassium citrate, magnesium citrate, and potassium-magnesium citrate. The results (mean values for the two patients) are outlined in Table 1. Compared to potassium chlorlde, potassium magnesium citrate gave a higher urinary pH, magnesium, and citrate. Compared to potassium citrate, potassium magnesium citrate produced a greater citrate excretion as magnesium citrate, potassium magnesium citrate gave higher values for urin...